From a dataset of the Open Reaction Database (ORD), a public repository of structured organic reaction records. describe an organic reaction: reactants, conditions, products, and yield Reactants: NC1=CC=C(CN2CCN(CC2)C=2N=CC3=C(N2)N(C=C(C3=O)C(=O)O)CC)C=C1 (2-[4-(p-Aminobenzyl)-1-piperazinyl]-8-ethyl-5,8-dihydro-5-oxopyrido[2,3-d]pyrimidine-6-carboxylic acid), Cl (hydrochloric acid). Run in C(C)O (ethanol). Run at temperature 80 celsius. Yields the product Cl.NC1=CC=C(CN2CCN(CC2)C=2N=CC3=C(N2)N(C=C(C3=O)C(=O)O)CC)C=C1 (2-[4-(p-Aminobenzyl)-1-piperazinyl]-8-ethyl-5,8-dihydro-5-oxopyrido[2,3-d]pyrimidine-6-carboxylic acid hydrochloride). As a reaction SMILES: [NH2:1][C:2]1[CH:30]=[CH:29][C:5]([CH2:6][N:7]2[CH2:12][CH2:11][N:10]([C:13]3[N:14]=[CH:15][C:16]4[C:22](=[O:23])[C:21]([C:24]([OH:26])=[O:25])=[CH:20][N:19]([CH2:27][CH3:28])[C:17]=4[N:18]=3)[CH2:9][CH2:8]2)=[CH:4][CH:3]=1.[ClH:31]>C(O)C>[ClH:31].[NH2:1][C:2]1[CH:3]=[CH:4][C:5]([CH2:6][N:7]2[CH2:12][CH2:11][N:10]([C:13]3[N:14]=[CH:15][C:16]4[C:22](=[O:23])[C:21]([C:24]([OH:26])=[O:25])=[CH:20][N:19]([CH2:27][CH3:28])[C:17]=4[N:18]=3)[CH2:9][CH2:8]2)=[CH:29][CH:30]=1 |f:3.4|. Reported procedure: 2-[4-(p-Aminobenzyl)-1-piperazinyl]-8-ethyl-5,8-dihydro-5-oxopyrido[2,3-d]pyrimidine-6-carboxylic acid (3.0 g) was dissolved in 300 ml of ethanol by heating at 80° C. To the hot solution was added 0.5 ml of concentrated hydrochloric acid and the mixture was allowed to stand in a refrigerator. The resulting precipitate was collected by filtration and recrystallized twice from ethanol containing a small amount of concentrated hydrochloric acid to give the product (2.2 g), m.p. above 300° C. Starting materials: CCN(C(C)C)C(C)C, Fc1ccc(C(c2ccc(F)cc2)N2CCNCC2)cc1, O=S(=O)(CCCCCCCl)NCCO. Product: O=S(=O)(CCCCCCN1CCN(C(c2ccc(F)cc2)c2ccc(F)cc2)CC1)NCCO. Reaction SMILES: [CH2:36]([N:37]([CH:38]([CH3:39])[CH3:40])[CH:41]([CH3:42])[CH3:43])[CH3:44].[F:1][c:2]1[cH:3][cH:4][c:5]([CH:8]([N:9]2[CH2:10][CH2:11][NH:12][CH2:13][CH2:14]2)[c:15]2[cH:16][cH:17][c:18]([F:21])[cH:19][cH:20]2)[cH:6][cH:7]1.[OH:22][CH2:23][CH2:24][NH:25][S:26](=[O:27])(=[O:28])[CH2:29][CH2:30][CH2:31][CH2:32][CH2:33][CH2:34][Cl:35]>>[F:1][c:2]1[cH:3][cH:4][c:5]([CH:8]([N:9]2[CH2:10][CH2:11][N:12]([CH2:34][CH2:33][CH2:32][CH2:31][CH2:30][CH2:29][S:26]([NH:25][CH2:24][CH2:23][OH:22])(=[O:27])=[O:28])[CH2:13][CH2:14]2)[c:15]2[cH:16][cH:17][c:18]([F:21])[cH:19][cH:20]2)[cH:6][cH:7]1.